Dataset: the Open Reaction Database (ORD), a public repository of structured organic reaction records. Task: describe an organic reaction: reactants, conditions, products, and yield Reactants: ClC1=C(C(=NN1C1=CC=CC=C1)C1=CC=C(C=C1)Cl)CC#N (5-chloro-3-p-chlorophenyl-1-phenyl-pyrazole-4-acetonitrile), Cl.NO (hydroxylamine hydrochloride). The solvent is C(C)O (ethanol), C([O-])(O)=O.[Na+] (sodium bicarbonate). Run at time 11 hour. Yields the product ClC1=C(C(=NN1C1=CC=CC=C1)C1=CC=C(C=C1)Cl)CC(N)=NO (5-Chloro-3-p-chlorophenyl-1-phenyl-pyrazole-4-acetamidoxime). Yield: 86.0%. Reaction SMILES: [Cl:1][C:2]1[N:6]([C:7]2[CH:12]=[CH:11][CH:10]=[CH:9][CH:8]=2)[N:5]=[C:4]([C:13]2[CH:18]=[CH:17][C:16]([Cl:19])=[CH:15][CH:14]=2)[C:3]=1[CH2:20][C:21]#[N:22].Cl.[NH2:24][OH:25]>C(O)C.C(=O)(O)[O-].[Na+]>[Cl:1][C:2]1[N:6]([C:7]2[CH:8]=[CH:9][CH:10]=[CH:11][CH:12]=2)[N:5]=[C:4]([C:13]2[CH:18]=[CH:17][C:16]([Cl:19])=[CH:15][CH:14]=2)[C:3]=1[CH2:20][C:21](=[N:24][OH:25])[NH2:22] |f:1.2,4.5|. Procedure: To a hot solution of 1.0 g of 5-chloro-3-p-chlorophenyl-1-phenyl-pyrazole-4-acetonitrile in 75 ml of ethanol a solution of 0.42 g of hydroxylamine hydrochloride in 6.05 ml of 1 N sodium bicarbonate solution is added and heating is carried out at boiling for 11 hours under reflux. The solution is evaporated to dryness and recrystallised from methanol/water. 5-Chloro-3-p-chlorophenyl-1-phenyl-pyrazole-4-acetamidoxime is obtained with a yield of 86%; F 184°-186° (from toluene).